describe an organic reaction: reactants, conditions, products, and yield From a dataset of the Open Reaction Database (ORD), a public repository of structured organic reaction records. Reactants: C(C=C)N([C@H](CC(=O)OC(C)(C)C)C=CC)[C@H](C1=CC=CC=C1)C ((3R,αS)-t-Butyl 3-(N-allyl-α-methylbenzylamino)-4-hexenoate), ( 35 ), C[C@@H](C1=CC=CC=C1)N[C@@H](CC(=O)OC(C)(C)C)C1=CC=CC=C1 ((3S,αS)-t-Butyl 3-(α-methylbenzylamino)-3-phenylpropionate), ( 45 ). The solvent is C(Cl)(Cl)Cl (CHCl3), C(Cl)(Cl)Cl (CHCl3). Yields the product C[C@@H](C1=CC=CC=C1)N[C@H](CC(=O)OC(C)(C)C)C=CC ((3R,αS)-t-Butyl 3-(α-methylbenzylamino)-4-hexenoate). RXN SMILES: C([N:4]([C@@H:17]([CH3:24])[C:18]1[CH:23]=[CH:22][CH:21]=[CH:20][CH:19]=1)[C@@H:5]([CH:14]=[CH:15][CH3:16])[CH2:6][C:7]([O:9][C:10]([CH3:13])([CH3:12])[CH3:11])=[O:8])C=C.C[C@H](N[C@H](C1C=CC=CC=1)CC(OC(C)(C)C)=O)C1C=CC=CC=1>C(Cl)(Cl)Cl>[CH3:24][C@H:17]([NH:4][C@@H:5]([CH:14]=[CH:15][CH3:16])[CH2:6][C:7]([O:9][C:10]([CH3:12])([CH3:11])[CH3:13])=[O:8])[C:18]1[CH:23]=[CH:22][CH:21]=[CH:20][CH:19]=1. Procedure: The title compound (32) was prepared from compound (12) of Example 4 using the above-described procedure. [α]D21 -45.1 (c 1.69, CHCl3); νmax (CHCl3)/cm-1 1728 s (C=O); δH (300 MHz; CDCl3) 7.32-7.18 (5H, m, Ph), 5.55 (1H, dq, J=15.2 and 6.4, CH3CH=CH), 5.26 (ddq, J=15.2, 8.0 and 1.6, CH3CH=CH), 3.84 (1H, q, J=6.5, PhCHCH3), 3.45 (1H, m, NCHCH2), 2.41, 2.35 (2H, ABX system, JAB =14.5, JAX =6.6, JBX =6.5, CH2CO), 1.65 (3H, dd, J=6.4 and 1.6, CH3C=C), 1.45 (9H, s, (CH3)3C), 1.33 (3H, d, J=6.5, PhCHC... The reactants are C1(=CC=CC=C1)COC1=C(C2=C(C(C=CO2)=O)C=C1)CCCC1=CC=CC=C1 (7-(phenylmethoxy)-8-(3-phenylpropyl)-4H-1-benzopyran-4-one). The reagents and catalysts are [Pd] (palladium on carbon). Solvent: CO.C(C)(=O)OCC (methanol ethyl acetate). Product: OC1=C(C2=C(C(CCO2)=O)C=C1)CCCC1=CC=CC=C1 (2,3-Dihydro-7-hydroxy-8-(3-phenylpropyl)-4H-1-benzopyran-4-one). Yield: 44.9%. Reaction SMILES: C1(C[O:8][C:9]2[CH:19]=[CH:18][C:12]3[C:13](=[O:17])[CH:14]=[CH:15][O:16][C:11]=3[C:10]=2[CH2:20][CH2:21][CH2:22][C:23]2[CH:28]=[CH:27][CH:26]=[CH:25][CH:24]=2)C=CC=CC=1>[Pd].CO.C(OCC)(=O)C>[OH:8][C:9]1[CH:19]=[CH:18][C:12]2[C:13](=[O:17])[CH2:14][CH2:15][O:16][C:11]=2[C:10]=1[CH2:20][CH2:21][CH2:22][C:23]1[CH:28]=[CH:27][CH:26]=[CH:25][CH:24]=1 |f:2.3|. Procedure details: Catalytic hydrogenation of 7-(phenylmethoxy)-8-(3-phenylpropyl)-4H-1-benzopyran-4-one, from the preceding example, was carried out over 10% palladium on carbon at room temperature and 1 atmosphere, in 1:1 methanol-ethyl acetate. The crude product was purified by chromatography on silica gel, eluting with ether-dichloromethane mixtures. The title compound, a colorless solid, mp 110°-112° C. (recrystallized from hexane-ether), was obtained in 44.9% yield. Reactants: CN(C)c1ccc([PH](=O)c2ccc(N(C)C)cc2)cc1, Cc1ccccc1, Cl[SiH](Cl)Cl, [Na+], [OH-]. The product is CN(C)c1ccc(Pc2ccc(N(C)C)cc2)cc1. RXN SMILES: [CH3:1][N:2]([c:3]1[cH:4][cH:5][c:6]([PH:9]([c:10]2[cH:11][cH:12][c:13]([N:16]([CH3:17])[CH3:18])[cH:14][cH:15]2)=[O:19])[cH:7][cH:8]1)[CH3:20].[CH3:27][c:28]1[cH:29][cH:30][cH:31][cH:32][cH:33]1.[Cl:21][SiH:22]([Cl:23])[Cl:24].[Na+:26].[OH-:25]>>[CH3:1][N:2]([c:3]1[cH:4][cH:5][c:6]([PH:9][c:10]2[cH:11][cH:12][c:13]([N:16]([CH3:17])[CH3:18])[cH:14][cH:15]2)[cH:7][cH:8]1)[CH3:20]. Reactants: BrC=1C=C2C(=NC1)N=C(S2)OC2CCN(CC2)C2=NC=C(C=N2)CCC (6-Bromo-2-(1-(5-propylpyrimidin-2-yl)piperidin-4-yloxy)thiazolo[4,5-b]pyridine), CC1(OB(OC1(C)C)C1=CCN(CC1)C(=O)OC(C)(C)C)C (tert-butyl 4-(4,4,5,5-tetramethyl-1,3,2-dioxaborolan-2-yl)-5,6-dihydropyridine-1(2H)-carboxylate), C(CC)C=1C=NC(=NC1)N1CCC(CC1)OC=1SC2=C(N1)C=CC(=C2)C2=CCN(CC2)C(=O)OC(C)(C)C (tert-Butyl 4-(2-(1-(5-propylpyrimidin-2-yl)piperidin-4-yloxy)benzo[d]thiazol-6-yl)-5,6-dihydropyridine-1(2H)-carboxylate). Product: C(CC)C=1C=NC(=NC1)N1CCC(CC1)OC=1SC=2C(=NC=C(C2)C2=CCN(CC2)C(=O)OC(C)(C)C)N1 (tert-Butyl 4-(2-(1-(5-propylpyrimidin-2-yl)piperidin-4-yloxy)thiazolo[4,5-b]pyridin-6-yl)-5,6-dihydropyridine-1(2H)-carboxylate). As a reaction SMILES: Br[C:2]1[CH:3]=[C:4]2[S:10][C:9]([O:11][CH:12]3[CH2:17][CH2:16][N:15]([C:18]4[N:23]=[CH:22][C:21]([CH2:24][CH2:25][CH3:26])=[CH:20][N:19]=4)[CH2:14][CH2:13]3)=[N:8][C:5]2=[N:6][CH:7]=1.CC1(C)C(C)(C)OB([C:35]2[CH2:40][CH2:39][N:38]([C:41]([O:43][C:44]([CH3:47])([CH3:46])[CH3:45])=[O:42])[CH2:37][CH:36]=2)O1.C(C1C=NC(N2CCC(OC3SC4C=C(C5CCN(C(OC(C)(C)C)=O)CC=5)C=CC=4N=3)CC2)=NC=1)CC>>[CH2:24]([C:21]1[CH:20]=[N:19][C:18]([N:15]2[CH2:16][CH2:17][CH:12]([O:11][C:9]3[S:10][C:4]4[C:5]([N:8]=3)=[N:6][CH:7]=[C:2]([C:35]3[CH2:40][CH2:39][N:38]([C:41]([O:43][C:44]([CH3:47])([CH3:46])[CH3:45])=[O:42])[CH2:37][CH:36]=3)[CH:3]=4)[CH2:13][CH2:14]2)=[N:23][CH:22]=1)[CH2:25][CH3:26]. Procedure: Compound 21E was prepared from Compound 21D and tert-butyl 4-(4,4,5,5-tetramethyl-1,3,2-dioxaborolan-2-yl)-5,6-dihydropyridine-1(2H)-carboxylate in a similar manner to the procedure described for Compound 1D in Example 1. 1H NMR (400 MHz, chloroform-d) δ ppm 8.55 (d, J=2.2 Hz, 1H), 8.17 (s, 2H), 7.93 (d, J=2.2 Hz, 1H), 6.10 (br. s., 1H), 5.52-5.66 (m, 1H), 4.21-4.33 (m, 2H), 4.12 (br. s., 2H), 3.68 (t, J=5.5 Hz, 2H), 3.50-3.64 (m, 2H), 2.56 (br. s., 2H), 2.41 (t, J=7.4 Hz, 2H), 2.24 (ddd, J=9.8,... Reactants: CO (methanol), N1C=C(C=2C1=NC=CC2)C2=C1C=CN=CC1=CC=C2 (5-(1H-pyrrolo[2,3-b]pyridin-3-yl)isoquinoline), IC (iodomethane), [H-].[Na+] (sodium hydride), suspension. RXN SMILES: [NH:1]1[C:5]2=[N:6][CH:7]=[CH:8][CH:9]=[C:4]2[C:3]([C:10]2[CH:19]=[CH:18][CH:17]=[C:16]3[C:11]=2[CH:12]=[CH:13][N:14]=[CH:15]3)=[CH:2]1.[H-].[Na+].I[CH3:23].CO>CN(C=O)C>[CH3:23][N:1]1[C:5]2=[N:6][CH:7]=[CH:8][CH:9]=[C:4]2[C:3]([C:10]2[CH:19]=[CH:18][CH:17]=[C:16]3[C:11]=2[CH:12]=[CH:13][N:14]=[CH:15]3)=[CH:2]1 |f:1.2|. Solvent: CN(C)C=O (DMF), paraffin. Reaction conditions: time 1 hour. Procedure details: 53 mg (0.216 mmol) of 5-(1H-pyrrolo[2,3-b]pyridin-3-yl)isoquinoline are added to a suspension, kept under an argon atmosphere, of 26 mg (0.65 mmol) of sodium hydride, (60% suspension in paraffin oil) in 1 ml of DMF, and the reaction mixture is stirred at room temperature for 1 hour. 18 μl (0.65 mmol) of iodomethane are then added, and the reaction mixture is stirred at room temperature for a further 17 hours. 0.5 ml of methanol is then added, and the reaction mixture is subsequently evaporated i... The product is CN1C=C(C=2C1=NC=CC2)C2=C1C=CN=CC1=CC=C2 (5-(1-methyl-1H-pyrrolo[2,3-b]pyridin-3-yl)isoquinoline). Reactants: TEA, CC1=CC=C(C=C1)S(=O)(=O)Cl (4-methylbenzenesulfonyl chloride), TEA, C(C)(C)(C)N1S(C(=C(C1=O)NCCCO)C1=CC=CC=C1)(=O)=O (2-tert-butyl-4-[(3-hydroxypropyl)amino]-5-phenylisothiazol-3(2H)-one 1,1-dioxide), CC1=CC=C(C=C1)S(=O)(=O)Cl (4-methylbenzenesulfonyl chloride), TEA. The reagents and catalysts are CN(C)C=1C=CN=CC1 (DMAP), CN(C)C=1C=CN=CC1 (DMAP). Solvent: C(Cl)Cl (DCM). Reaction conditions: time 2 hour. The product is C(C)(C)(C)N1S(C(=C(C1=O)NCCCCl)C1=CC=CC=C1)(=O)=O (2-tert-Butyl-4-[(3-chloropropyl)amino]-5-phenylisothiazol-3(2H)-one 1,1-dioxide). Yield: 64.0%. RXN SMILES: [C:1]([N:5]1[C:9](=[O:10])[C:8]([NH:11][CH2:12][CH2:13][CH2:14]O)=[C:7]([C:16]2[CH:21]=[CH:20][CH:19]=[CH:18][CH:17]=2)[S:6]1(=[O:23])=[O:22])([CH3:4])([CH3:3])[CH3:2].CC1C=CC(S([Cl:34])(=O)=O)=CC=1>C(Cl)Cl.CN(C1C=CN=CC=1)C>[C:1]([N:5]1[C:9](=[O:10])[C:8]([NH:11][CH2:12][CH2:13][CH2:14][Cl:34])=[C:7]([C:16]2[CH:21]=[CH:20][CH:19]=[CH:18][CH:17]=2)[S:6]1(=[O:23])=[O:22])([CH3:4])([CH3:3])[CH3:2]. Reported procedure: A mixture of 2-tert-butyl-4-[(3-hydroxypropyl)amino]-5-phenylisothiazol-3(2H)-one 1,1-dioxide (Example 49) (0.14 g, 0.42 mmol 4-methylbenzenesulfonyl chloride (0.089 mg, 0.46 mmol) and TEA (0.065 ml, 0.46 mmol) in DCM (2 ml) was stirred at rt for 2 h, after which more TEA (0.065 ml, 0.46 mmol) and cat. DMAP were added. After a further 18 h more 4-methylbenzenesulfonyl chloride (0.16 mg, 0.84 mmol), TEA (0.059 ml, 0.42 mmol) and DMAP (0.052 g, 0.42 mmol) were added. After 5 h the reaction mixture... Reactants: C(=C)C1=CC=C(C=C1)OCC=C (3-(4-vinylphenyloxy)propene), H2PtCl6, CO[SiH](OC)OC (trimethoxysilane). Run in C(C)(C)O (isopropyl alcohol). Reaction conditions: time 30 minute. Yields the product C(=C)C1=CC=C(C=C1)OCCC[Si](OC)(OC)OC (3-(4-vinylphenyloxy)propyl trimethoxysilane). Isolated yield 78.0%. As a reaction SMILES: [CH:1]([C:3]1[CH:8]=[CH:7][C:6]([O:9][CH2:10][CH:11]=[CH2:12])=[CH:5][CH:4]=1)=[CH2:2].[CH3:13][O:14][SiH:15]([O:18][CH3:19])[O:16][CH3:17]>C(O)(C)C>[CH:1]([C:3]1[CH:8]=[CH:7][C:6]([O:9][CH2:10][CH2:11][CH2:12][Si:15]([O:18][CH3:19])([O:16][CH3:17])[O:14][CH3:13])=[CH:5][CH:4]=1)=[CH2:2]. Reported procedure: To a 500 ml glass flask equipped with a stirring machine, a reflux condenser, a thermometer and a dropping funnel, there were added 48.0 g (0.3 mole) of 3-(4-vinylphenyloxy)propene, 0.1 g of a 4% isopropyl alcohol solution of H2PtCl6 and 0.2 g of BHT. To the mixture, there was dropwise added 36.6 g (0.3 mole) of trimethoxysilane through the dropping funnel at 60° to 70° C. over one hour, followed by ripening at 70° C. for 30 minutes. The reaction solution was distilled to give 66.1 g of a compou... Reactants: Cc1ccc([N+](=O)[O-])c(O)c1, CC(C)=O, FC(F)=C(Cl)Cl, [K+], [OH-], O. The product is Cc1ccc([N+](=O)[O-])c(OC(F)(F)C(Cl)Cl)c1. Reaction SMILES: [CH3:1][c:2]1[cH:3][cH:4][c:5]([N+:9](=[O:10])[O-:11])[c:6]([OH:8])[cH:7]1.[CH3:21][C:22](=[O:23])[CH3:24].[Cl:14][C:15](=[C:16]([F:17])[F:18])[Cl:19].[K+:13].[OH-:12].[OH2:20]>>[CH3:1][c:2]1[cH:3][cH:4][c:5]([N+:9](=[O:10])[O-:11])[c:6]([O:8][C:16]([CH:15]([Cl:14])[Cl:19])([F:17])[F:18])[cH:7]1.